This data is from the Open Reaction Database (ORD), a public repository of structured organic reaction records. The task is: describe an organic reaction: reactants, conditions, products, and yield Starting materials: CN(C)C=O, O=C=Nc1ccc([N+](=O)[O-])cc1, CCOC(=O)C(=O)c1csc(N)n1. Product: CCOC(=O)C(=O)c1csc(NC(=O)Nc2ccc([N+](=O)[O-])cc2)n1. RXN SMILES: [CH3:26][N:27]([CH3:28])[CH:29]=[O:30].[N+:14](=[O:15])([O-:16])[c:17]1[cH:18][cH:19][c:20]([N:23]=[C:24]=[O:25])[cH:21][cH:22]1.[NH2:1][c:2]1[s:3][cH:4][c:5]([C:7]([C:8](=[O:9])[O:10][CH2:11][CH3:12])=[O:13])[n:6]1>>[NH:1]([c:2]1[s:3][cH:4][c:5]([C:7]([C:8](=[O:9])[O:10][CH2:11][CH3:12])=[O:13])[n:6]1)[C:24]([NH:23][c:20]1[cH:19][cH:18][c:17]([N+:14](=[O:15])[O-:16])[cH:22][cH:21]1)=[O:25]. Run in C1(=CC=CC=C1)C (toluene), C1(=CC=CC=C1)C (toluene). As a reaction SMILES: [O:1]=[C:2]([CH:4]=[C:5]([CH3:7])[CH3:6])[CH3:3].[Cl-].[Al+3].[Cl-].[Cl-].[CH2:12]=[CH:13][C:14](=C)[CH3:15].[C:17]1(C)CCC(C(C)=C)CC=1>C1(C)C=CC=CC=1>[C:2]([CH:4]1[CH2:15][CH2:14][C:13]([CH3:12])=[CH:6][C:5]1([CH3:17])[CH3:7])(=[O:1])[CH3:3] |f:1.2.3.4|. Procedure details: Mesityl oxide (441 g) is added at 12°-16° C. to a stirred suspension of aluminum chloride (63 g) in toluene (2100 ml). A solution of isoprene (1224 g) in toluene (1800 ml) is then added over a period of 1.5 hr. at 15°-20° C. After approximately 48 hr. at 15°-25° C., the reaction mixture is washed successively with 10% hydrochloric acid sollution, water, 10% sodium bicarbonate solution, and water. The washed material is distilled rapidly at 3 mm Hg using a short column to give 626 g of crude prod... Reaction conditions: time 48 hour. Yields the product C(C)(=O)C1C(C=C(CC1)C)(C)C (4-acetyl-1,3,3-trimethyl-1-cyclohexene). The reactants are C=CC(C)=C (isoprene), C1(=CCC(CC1)C(=C)C)C (1,8-p-menthadiene), material, O=C(C)C=C(C)C (Mesityl oxide), [Cl-].[Al+3].[Cl-].[Cl-] (aluminum chloride). Reactants: CC(C(COC1=C(C=C(C=C1)C(CC)(CC)C1=CC(=C(C=C1)N(S(=O)(=O)C)C)C)C)=O)(C)C (N-(4-{1-[4-(3,3-dimethyl-2-oxo-butoxy)-3-methyl-phenyl]-1-ethyl-propyl}-2-methyl-phenyl)-N-methyl-methanesulfonamide), CO (MeOH), [BH4-].[Na+] (NaBH4). The solvent is C1CCOC1 (THF). Run at time 5 hour. Yields the product C(C)C(CC)(C1=CC(=C(C=C1)OCC(C(C)(C)C)O)C)C1=CC(=C(C=C1)N(S(=O)(=O)C)C)C (N-(4-{1-Ethyl-1-[4-(2-hydroxy-3,3-dimethyl-butoxy)-3-methyl-phenyl]-propyl}-2-methyl-phenyl)-N-methyl-methanesulfonamide). Yield: 60.1%. Reaction SMILES: [CH3:1][C:2]([CH3:33])([CH3:32])[C:3](=[O:31])[CH2:4][O:5][C:6]1[CH:11]=[CH:10][C:9]([C:12]([C:17]2[CH:22]=[CH:21][C:20]([N:23]([CH3:28])[S:24]([CH3:27])(=[O:26])=[O:25])=[C:19]([CH3:29])[CH:18]=2)([CH2:15][CH3:16])[CH2:13][CH3:14])=[CH:8][C:7]=1[CH3:30].CO.[BH4-].[Na+]>C1COCC1>[CH2:13]([C:12]([C:17]1[CH:22]=[CH:21][C:20]([N:23]([CH3:28])[S:24]([CH3:27])(=[O:25])=[O:26])=[C:19]([CH3:29])[CH:18]=1)([C:9]1[CH:10]=[CH:11][C:6]([O:5][CH2:4][CH:3]([OH:31])[C:2]([CH3:32])([CH3:33])[CH3:1])=[C:7]([CH3:30])[CH:8]=1)[CH2:15][CH3:16])[CH3:14] |f:2.3|. Procedure details: To a 0° C. mixture of N-(4-{1-[4-(3,3-dimethyl-2-oxo-butoxy)-3-methyl-phenyl]-1-ethyl-propyl}-2-methyl-phenyl)-N-methyl-methanesulfonamide (100 mg, 0.21 mmol), MeOH (5 mL), and THF (10 mL) is added NaBH4 (12 mg, 0.32 mmol). The reaction is warmed to RT and stirred for 5 h and concentrated. The residue is partitioned between EtOAc and 0.2 N HCl. The organic phase is Na2SO4 dried, concentrated, and chromatographed (0% to 25% EtOAc/Hex) to give the title compound (60 mg, 60%). Reactants: ClC1=CC(=C(C2=CC=CC=C12)C1=CC(=CC=C1)F)C(C)=O (1-[4-chloro-1-(3-fluorophenyl)-2-naphthyl]ethanone), C(C)(=O)[O-].[NH4+] (ammonium acetate), C(#N)[BH3-].[Na+] (sodium cyanoborohydride). The solvent is CO (methanol), C(C)#N (acetonitrile). Conditions: temperature 65 celsius. The product is ClC1=CC(=C(C2=CC=CC=C12)C1=CC(=CC=C1)F)C(C)N (1-[4-Chloro-1-(3-fluorophenyl)-2-naphthyl]ethanamine). As a reaction SMILES: [Cl:1][C:2]1[C:11]2[C:6](=[CH:7][CH:8]=[CH:9][CH:10]=2)[C:5]([C:12]2[CH:17]=[CH:16][CH:15]=[C:14]([F:18])[CH:13]=2)=[C:4]([C:19](=O)[CH3:20])[CH:3]=1.C([O-])(=O)C.[NH4+].C([BH3-])#[N:28].[Na+]>CO.C(#N)C>[Cl:1][C:2]1[C:11]2[C:6](=[CH:7][CH:8]=[CH:9][CH:10]=2)[C:5]([C:12]2[CH:17]=[CH:16][CH:15]=[C:14]([F:18])[CH:13]=2)=[C:4]([CH:19]([NH2:28])[CH3:20])[CH:3]=1 |f:1.2,3.4|. Reported procedure: A mixture of 1-[4-chloro-1-(3-fluorophenyl)-2-naphthyl]ethanone (58 mg, 0.19 mmol) and ammonium acetate (150 mg, 1.94 mmol) in methanol (1.1 mL) and acetonitrile (1.1 mL) was heated at 65° C., in a sealed tube for 30 minutes. After cooling to room temperature, sodium cyanoborohydride (24.4 mg, 0.388 mmol) was added to the resulting mixture. The reaction was heated at 65° C. for another 4 hours, then cooled to room temperature and quenched with sat. sodium bicarbonate and extracted with dichlorom... Reactants: S(=O)(Cl)Cl (thionyl chloride), BrC=1C=C(C(=CC1)C1=CC=CC=C1)S(=O)(=O)O (4-bromo-biphenyl sulfonic acid), CN(C)C=O (DMF), ice water. The product is BrC1=CC=C(C=C1)C1=CC=C(C=C1)S(=O)(=O)Cl (4′-bromo-biphenyl-4-sulfonyl chloride). Isolated yield 78.0%. Reaction SMILES: [Br:1][C:2]1[CH:3]=[C:4](S(O)(=O)=O)[C:5]([C:8]2[CH:13]=[CH:12][CH:11]=[CH:10][CH:9]=2)=[CH:6][CH:7]=1.[S:18]([Cl:21])(Cl)=[O:19].CN(C=[O:26])C>>[Br:1][C:2]1[CH:7]=[CH:6][C:5]([C:8]2[CH:9]=[CH:10][C:11]([S:18]([Cl:21])(=[O:19])=[O:26])=[CH:12][CH:13]=2)=[CH:4][CH:3]=1. Procedure: A 500 mL round-bottom-flask equipped with an addition funnel, stirring bar, and gas inlet was charged with the 4-bromo-biphenyl sulfonic acid, DMF (200 mL) then purged with nitrogen. The flask was chilled in an ice-bath and thionyl chloride (45 mL, 0.62 mol) was added dropwise to the solution from the addition funnel. The flask was allowed to warm to room temperature and stirred for 3 hours. The solution was poured into 2 L ice water to precipitate the product, which was collected by vacuum filt... Reactants: CCOc1cc2ncc(C#N)c(Nc3cccc(Br)c3)c2cc1[N+](=O)[O-], CO, CCOC(C)=O, [Cl-], [Fe], [NH4+], O. The product is CCOc1cc2ncc(C#N)c(Nc3cccc(Br)c3)c2cc1N. RXN SMILES: [Br:1][c:2]1[cH:3][c:4]([NH:8][c:9]2[c:10]([C:25]#[N:26])[cH:11][n:12][c:13]3[cH:14][c:15]([O:22][CH2:23][CH3:24])[c:16]([N+:19]([O-:20])=[O:21])[cH:17][c:18]23)[cH:5][cH:6][cH:7]1.[CH3:29][OH:30].[CH3:32][CH2:33][O:34][C:35](=[O:36])[CH3:37].[Cl-:27].[Fe:38].[NH4+:28].[OH2:31]>>[Br:1][c:2]1[cH:3][c:4]([NH:8][c:9]2[c:10]([C:25]#[N:26])[cH:11][n:12][c:13]3[cH:14][c:15]([O:22][CH2:23][CH3:24])[c:16]([NH2:19])[cH:17][c:18]23)[cH:5][cH:6][cH:7]1. Starting materials: COC1=NC(=NC(=C1)OC)OC=1C=CC=C2C(OC(=O)C12)O (7-[(4,6-dimethoxy-pyrimidin-2-yl)oxy]-3-hydroxy-phthalide), C(C)OC(=O)C=P(C1=CC=CC=C1)(C1=CC=CC=C1)C1=CC=CC=C1 ((ethoxycarbonylmethylene)-triphenyl-phosphorane). The solvent is O1CCCC1 (tetrahydrofuran). The product is C(C)OC(=O)CC1OC(=O)C2=C(C=CC=C12)OC1=NC(=CC(=N1)OC)OC (3-(ethoxycarbonylmethyl)-7[(4,6-dimethoxy-pyrimidin-2-yl)oxy]-phthalide). Reaction SMILES: [CH3:1][O:2][C:3]1[CH:8]=[C:7]([O:9][CH3:10])[N:6]=[C:5]([O:11][C:12]2[CH:13]=[CH:14][CH:15]=[C:16]3[C:21]=2[C:19](=[O:20])[O:18][CH:17]3O)[N:4]=1.[CH2:23]([O:25][C:26]([CH:28]=P(C1C=CC=CC=1)(C1C=CC=CC=1)C1C=CC=CC=1)=[O:27])[CH3:24]>O1CCCC1>[CH2:23]([O:25][C:26]([CH2:28][CH:17]1[C:16]2[C:21](=[C:12]([O:11][C:5]3[N:6]=[C:7]([O:9][CH3:10])[CH:8]=[C:3]([O:2][CH3:1])[N:4]=3)[CH:13]=[CH:14][CH:15]=2)[C:19](=[O:20])[O:18]1)=[O:27])[CH3:24]. Reported procedure: A mixture of 1.5 g of 7-[(4,6-dimethoxy-pyrimidin-2-yl)oxy] -3-hydroxy-phthalide (see Example 84) and 2.5 g of (ethoxycarbonylmethylene)-triphenyl-phosphorane is maintained at reflux temperature for 10 hours in approximately 40 ml of tetrahydrofuran. The solvent is then evaporated off and the reaction material which remains is purified on a column of silica gel (eluant: ethyl acetate/n-hexane 1:1) to yield 3-(ethoxycarbonylmethyl)-7[(4,6-dimethoxy-pyrimidin-2-yl)oxy]-phthalide, m.p. 150°-152° C.